From a dataset of the Open Reaction Database (ORD), a public repository of structured organic reaction records. describe an organic reaction: reactants, conditions, products, and yield Starting materials: FC(C(=O)C1=CN(C2=CC=CC=C12)C)(F)F (2,2,2-trifluoro-1-(1-methyl-1H-indol-3-yl)ethanone), BrC1=CC2=C(N(C(=N2)C)C2=CC=C(C=C2)F)C=C1 (5-bromo-1-(4-fluorophenyl)-2-methyl-1H-benzimidazole), C(CCC)[Li] (n-butyllithium), solution. Solvent: C1CCOC1 (THF), C1CCOC1 (THF), hexanes. Run at time 30 minute. Yields the product FC(C(O)(C1=CN(C2=CC=CC=C12)C)C1=CC2=C(N(C(=N2)C)C2=CC=C(C=C2)F)C=C1)(F)F (2,2,2-Trifluoro-1-[1-(4-fluorophenyl)-2-methyl-1H-benzimidazol-5-yl]-1-(1-methyl-1H-indol-3-yl)ethanol). The yield is 17.8%. Reaction SMILES: Br[C:2]1[CH:18]=[CH:17][C:5]2[N:6]([C:10]3[CH:15]=[CH:14][C:13]([F:16])=[CH:12][CH:11]=3)[C:7]([CH3:9])=[N:8][C:4]=2[CH:3]=1.C([Li])CCC.[F:24][C:25]([F:39])([F:38])[C:26]([C:28]1[C:36]2[C:31](=[CH:32][CH:33]=[CH:34][CH:35]=2)[N:30]([CH3:37])[CH:29]=1)=[O:27]>C1COCC1>[F:39][C:25]([F:24])([F:38])[C:26]([C:2]1[CH:18]=[CH:17][C:5]2[N:6]([C:10]3[CH:15]=[CH:14][C:13]([F:16])=[CH:12][CH:11]=3)[C:7]([CH3:9])=[N:8][C:4]=2[CH:3]=1)([C:28]1[C:36]2[C:31](=[CH:32][CH:33]=[CH:34][CH:35]=2)[N:30]([CH3:37])[CH:29]=1)[OH:27]. Procedure: To a chilled (−78° C.) solution of 5-bromo-1-(4-fluorophenyl)-2-methyl-1H-benzimidazole (210 mg, 0.68 mmol) in anhydrous THF (3 mL) was added n-butyllithium (1 mmol, 400 μL of a 2.5 M solution in hexanes) over a 1 minute period followed by a chilled (−78° C.) solution of 2,2,2-trifluoro-1-(1-methyl-1H-indol-3-yl)ethanone (200 mg, 0.88 mmol) in 1 mL of anhydrous THF. After 30 minutes, the mixture was quenched with ammonium chloride solution and extracted with methylene chloride. The organic layer...